From a dataset of the Open Reaction Database (ORD), a public repository of structured organic reaction records. describe an organic reaction: reactants, conditions, products, and yield Procedure: 9-Nitrooleic acid and 10-nitrooleic acid are two regioisomers of nitrooleic acid (OA-NO2), which are formed by nitration of oleic acid in approximately equal proportions in vivo. The two compounds were purchased from Cayman Chemicals (Ann Arbor, Mich.) (9-nitrooleic acid: Cat#10008042; 10-nitrooleic acid: Cat#10008043) and used as an 1:1 mixture of the isomers. The product is C(CCCCCCC\C=C/CCCCCCCC)(=O)O (oleic acid). RXN SMILES: [N+](/[C:4](=[CH:15]/[CH2:16][CH2:17][CH2:18][CH2:19][CH2:20][CH2:21][CH2:22][CH3:23])/[CH2:5][CH2:6][CH2:7][CH2:8][CH2:9][CH2:10][CH2:11][C:12]([OH:14])=[O:13])([O-])=O.[N+](/C(/CCCCCCCC)=C/CCCCCCCC(O)=O)([O-])=O.[N+](C(CCCCCC/C=C\CCCCCCCC)C(O)=O)([O-])=O>>[C:12]([OH:14])(=[O:13])[CH2:11][CH2:10][CH2:9][CH2:8][CH2:7][CH2:6][CH2:5]/[CH:4]=[CH:15]\[CH2:16][CH2:17][CH2:18][CH2:19][CH2:20][CH2:21][CH2:22][CH3:23]. Reactants: [N+](=O)([O-])/C(/CCCCCCCC(=O)O)=C/CCCCCCCC (9-Nitrooleic acid), [N+](=O)([O-])/C(=C/CCCCCCCC(=O)O)/CCCCCCCC (10-nitrooleic acid), [N+](=O)([O-])C(C(=O)O)CCCCCC\C=C/CCCCCCCC (nitrooleic acid). Reactants: C1(=CC=CC=C1)C1=C(C=O)C=CC=N1 (2-phenylnicotinaldehyde), Cl (hydrochloride), C(C)(C)(C)OC(N(C=1SC=CN1)S(=O)(=O)C1=CC(=C(C=C1)F)F)=O (tert-butyl((3,4-difluorophenyl)sulfonyl)(thiazol-2-yl)carbamate), C(CCC)[Li] (n-butyllithium). Solvent: O1CCCC1 (tetrahydrofuran), O (water), C(C)(=O)OCC (Ethyl acetate), O1CCCC1 (tetrahydrofuran). Reaction conditions: temperature -78 celsius, time 30 minute. The product is FC=1C=C(C=CC1C(C=1C(=NC=CC1)C1=CC=CC=C1)O)S(=O)(=O)NC=1SC=CN1 (3-fluoro-4-(hydroxy(2-phenylpyridin-3-yl)methyl)-N-(thiazol-2-yl)benzenesulfonamide). The yield is 15.7%. RXN SMILES: C(OC(=O)[N:7]([S:13]([C:16]1[CH:21]=[CH:20][C:19](F)=[C:18]([F:23])[CH:17]=1)(=[O:15])=[O:14])[C:8]1[S:9][CH:10]=[CH:11][N:12]=1)(C)(C)C.C([Li])CCC.[C:30]1([C:36]2[N:43]=[CH:42][CH:41]=[CH:40][C:37]=2[CH:38]=[O:39])[CH:35]=[CH:34][CH:33]=[CH:32][CH:31]=1.Cl>O1CCCC1.O.C(OCC)(=O)C>[F:23][C:18]1[CH:17]=[C:16]([S:13]([NH:7][C:8]2[S:9][CH:10]=[CH:11][N:12]=2)(=[O:14])=[O:15])[CH:21]=[CH:20][C:19]=1[CH:38]([OH:39])[C:37]1[C:36]([C:30]2[CH:31]=[CH:32][CH:33]=[CH:34][CH:35]=2)=[N:43][CH:42]=[CH:41][CH:40]=1. Reported procedure: 100 mg (0.26 mmol) of tert-butyl((3,4-difluorophenyl)sulfonyl)(thiazol-2-yl)carbamate was dissolved in 5 mL of tetrahydrofuran under nitrogen gas, and cooled to −78° C. After adding 0.25 mL (0.39 mmol) of n-butyllithium (1.6 M in tetrahydrofuran) slowly, the mixture was stirred for 30 minutes as maintaining −78° C. 24.3 mg (0.13 mmol) of 2-phenylnicotinaldehyde was dissolved in 0.5 mL of tetrahydrofuran, and added to the above reacting solution. As warming from −78° C. to room temperature, the r... Reactants: ClC1=C(C(=CC=C1)C(F)(F)F)C=1NC2=C(N1)C=CC(=C2)C(=O)O (2-(2-chloro-6-trifluoromethylphenyl)-3H-benzoimidazole-5-carboxylic acid), O=S(Cl)Cl (SOCl2). Reagents/catalysts: CN(C)C=O (DMF). Run at time 8 hour. Yields the product ClC1=C(C(=CC=C1)C(F)(F)F)C=1NC2=C(N1)C=CC(=C2)C(=O)Cl (2-(2-chloro-6-trifluoromethylphenyl)-3H-benzoimidazole-5-carbonyl chloride). RXN SMILES: [Cl:1][C:2]1[CH:7]=[CH:6][CH:5]=[C:4]([C:8]([F:11])([F:10])[F:9])[C:3]=1[C:12]1[NH:13][C:14]2[CH:20]=[C:19]([C:21](O)=[O:22])[CH:18]=[CH:17][C:15]=2[N:16]=1.O=S(Cl)[Cl:26]>CN(C=O)C>[Cl:1][C:2]1[CH:7]=[CH:6][CH:5]=[C:4]([C:8]([F:11])([F:10])[F:9])[C:3]=1[C:12]1[NH:13][C:14]2[CH:20]=[C:19]([C:21]([Cl:26])=[O:22])[CH:18]=[CH:17][C:15]=2[N:16]=1. Procedure: To a stirred suspension of 2-(2-chloro-6-trifluoromethylphenyl)-3H-benzoimidazole-5-carboxylic acid (400 mg, 1.18 mmol) in SOCl2 (10 mL) was added 3 drops of DMF and the suspension was stirred at ambient temperature overnight. The suspension was filtered and washed with CH2Cl2 and the white solid was dried in under reduced pressure to give 2-(2-chloro-6-trifluoromethylphenyl)-3H-benzoimidazole-5-carbonyl chloride. The reactants are CN(S(=O)(=O)C=1C=C2CC(NC2=CC1)=O)C (2-Oxo-2,3-dihydro-1H-indole-5-sulfonic acid dimethylamide), N1(CCCC1)CCOC=1C=C2C=C(NC2=CC1)C=O (5-(2-pyrrolidin-1-yl-ethoxy)-1H-indole-2-carbaldehyde). Product: CN(S(=O)(=O)C=1C=C2C(C(NC2=CC1)=O)=CC=1NC2=CC=C(C=C2C1)OCCN1CCCC1)C (2-Oxo-3-[5-(2-pyrrolidin-1-yl-ethoxy)-1H-indol-2-ylmethylene]-2,3-dihydro-1H-indole-5-sulfonic acid dimethylamide). As a reaction SMILES: [CH3:1][N:2]([CH3:16])[S:3]([C:6]1[CH:7]=[C:8]2[C:12](=[CH:13][CH:14]=1)[NH:11][C:10](=[O:15])[CH2:9]2)(=[O:5])=[O:4].[N:17]1([CH2:22][CH2:23][O:24][C:25]2[CH:26]=[C:27]3[C:31](=[CH:32][CH:33]=2)[NH:30][C:29]([CH:34]=O)=[CH:28]3)[CH2:21][CH2:20][CH2:19][CH2:18]1>>[CH3:1][N:2]([CH3:16])[S:3]([C:6]1[CH:7]=[C:8]2[C:12](=[CH:13][CH:14]=1)[NH:11][C:10](=[O:15])[C:9]2=[CH:34][C:29]1[NH:30][C:31]2[C:27]([CH:28]=1)=[CH:26][C:25]([O:24][CH2:23][CH2:22][N:17]1[CH2:21][CH2:20][CH2:19][CH2:18]1)=[CH:33][CH:32]=2)(=[O:5])=[O:4]. Procedure: 2-Oxo-2,3-dihydro-1H-indole-5-sulfonic acid dimethylamide was condensed with 5-(2-pyrrolidin-1-yl-ethoxy)-1H-indole-2-carbaldehyde to give the title compound. Reaction conditions: temperature 24 celsius, time 5 hour. Run in C1=CC=CC=C1 (benzene), C1=CC=CC=C1 (benzene). Product: OC1=CC(=CC=2OC([C@H]3[C@@H](C21)CC(CC3)=O)(C)C)C(CCCCCC)(C)C (cis-1-hydroxy-3-(1,1-dimethylheptyl)-6,6-dimethyl-6,6a,7,8,10,10a-hexahydro-9H-dibenzo[b,d]pyran-9-one). Procedure details: A solution of 504 mg. of 1-methoxy-4-(1-hydroxy-1-methylethyl)-1,4-cyclohexadiene and 708 mg. of 5-(1,1-dimethylheptyl)resorcinol in 25 ml. of benzene was stirred at 24° C. while 5 ml. of boron trifluoride diethyl etherate was added in one portion. The reaction mixture was stirred at 24° C. for five hours. The reaction mixture then was added to 20 ml. of 6N hydrochloric acid solution. After allowing the benzene solvent to evaporated from the aqueous acid solution, the solution was extracted seve... RXN SMILES: C[O:2][C:3]1[CH2:8][CH:7]=[C:6]([C:9]([OH:12])([CH3:11])[CH3:10])[CH2:5][CH:4]=1.[CH3:13][C:14]([C:22]1[CH:23]=[C:24](O)[CH:25]=[C:26]([CH:28]=1)[OH:27])([CH3:21])[CH2:15][CH2:16][CH2:17][CH2:18][CH2:19][CH3:20].B(F)(F)F.CCOCC.Cl>C1C=CC=CC=1>[OH:27][C:26]1[C:25]2[C@H:5]3[CH2:4][C:3](=[O:2])[CH2:8][CH2:7][C@H:6]3[C:9]([CH3:11])([CH3:10])[O:12][C:24]=2[CH:23]=[C:22]([C:14]([CH3:13])([CH3:21])[CH2:15][CH2:16][CH2:17][CH2:18][CH2:19][CH3:20])[CH:28]=1 |f:2.3|. Reactants: COC1=CCC(=CC1)C(C)(C)O (1-methoxy-4-(1-hydroxy-1-methylethyl)-1,4-cyclohexadiene), Cl (hydrochloric acid), CC(CCCCCC)(C)C=1C=C(C=C(O)C1)O (5-(1,1-dimethylheptyl)resorcinol), B(F)(F)F.CCOCC (boron trifluoride diethyl etherate). Reactants: C(C)(C)(C)C=1C=C(C=C(C1)C(C)(C)C)C (3,5-Bis(t-butyl)-1-methylbenzene), BrN1C(CCC1=O)=O (N-bromosuccinimide). The reagents and catalysts are CC(C)(C#N)N=NC(C)(C)C#N (AIBN). The solvent is C(Cl)(Cl)(Cl)Cl (carbon tetrachloride). Run at time 5 hour. The product is C(C)(C)(C)C=1C=C(C=C(C1)C(C)(C)C)CBr (3,5-bis(t-butyl)-1-(bromomethyl)benzene). Yield: 61.2%. Reaction SMILES: [C:1]([C:5]1[CH:6]=[C:7]([CH3:15])[CH:8]=[C:9]([C:11]([CH3:14])([CH3:13])[CH3:12])[CH:10]=1)([CH3:4])([CH3:3])[CH3:2].[Br:16]N1C(=O)CCC1=O>C(Cl)(Cl)(Cl)Cl.CC(N=NC(C#N)(C)C)(C#N)C>[C:1]([C:5]1[CH:6]=[C:7]([CH2:15][Br:16])[CH:8]=[C:9]([C:11]([CH3:14])([CH3:13])[CH3:12])[CH:10]=1)([CH3:4])([CH3:3])[CH3:2]. Procedure details: 3,5-Bis(t-butyl)-1-methylbenzene (200 mg, 0.98 mmol) was dissolved in carbon tetrachloride (4 ml), and then N-bromosuccinimide (192 mg, 1.08 mmol) and AIBN (α,α′-azabisisobutyronitrile) (2 mg) were added thereto. The mixture was heated under reflux and stirred for 5 hours. The filtrate obtained from the filtration of the reaction mixture was evaporated under reduced pressure to give 170 mg (yield: 61%) of a pale yellow oil. The reactants are Cl (HCl), COC(CC1=C(SC2=C1C(=CC(=C2)OCC2=CC(=NN2C)C(F)(F)F)Cl)C)=O (methyl(4-chloro-2-methyl-6-((1-methyl-3-(trifluoromethyl)-1H-pyrazol-5-yl)methoxy)-1-benzothiophen-3-yl)acetate), C1CCOC1 (THF), [OH-].[Na+] (NaOH). Run in CO (MeOH). Run at temperature 50 celsius, time 1 hour. Yields the product ClC1=CC(=CC2=C1C(=C(S2)C)CC(=O)O)OCC2=CC(=NN2C)C(F)(F)F ((4-Chloro-2-methyl-6-((1-methyl-3-(trifluoromethyl)-1H-pyrazol-5-yl)methoxy)-1-benzothiophen-3-yl)acetic acid). Yield: 90.2%. RXN SMILES: C[O:2][C:3](=[O:28])[CH2:4][C:5]1[C:9]2[C:10]([Cl:26])=[CH:11][C:12]([O:14][CH2:15][C:16]3[N:20]([CH3:21])[N:19]=[C:18]([C:22]([F:25])([F:24])[F:23])[CH:17]=3)=[CH:13][C:8]=2[S:7][C:6]=1[CH3:27].C1COCC1.[OH-].[Na+].Cl>CO>[Cl:26][C:10]1[C:9]2[C:5]([CH2:4][C:3]([OH:28])=[O:2])=[C:6]([CH3:27])[S:7][C:8]=2[CH:13]=[C:12]([O:14][CH2:15][C:16]2[N:20]([CH3:21])[N:19]=[C:18]([C:22]([F:24])([F:23])[F:25])[CH:17]=2)[CH:11]=1 |f:2.3|. Procedure details: To a mixture of methyl(4-chloro-2-methyl-6-((1-methyl-3-(trifluoromethyl)-1H-pyrazol-5-yl)methoxy)-1-benzothiophen-3-yl)acetate (184.5 mg), THF (dry) (2.0 mL) and MeOH (2.0 mL) was added 1N NaOH (1.28 mL). The mixture was stirred at room temperature for 2 h and at 50° C. for 1 h. The mixture was neutralized with 1N HCl. The generated precipitate was collected by filtration to give a colorless solid. The solid was crystallized from EtOAc-hexane to give the title compound (161 mg). The reactants are N(N)[C@H](CO)CC1COCCC1 ((2S)-2-hydrazinyl-3-(tetrahydro-2H-pyran-3-yl)propan-1-ol). The reagents and catalysts are [Ni] (Ni). Solvent: CO (MeOH). The product is N[C@H](CO)CC1COCCC1 ((2S)-2-amino-3-(tetrahydro-2H-pyran-3-yl)propan-1-ol). Isolated yield 102.8%. RXN SMILES: [NH:1]([C@@H:3]([CH2:6][CH:7]1[CH2:12][CH2:11][CH2:10][O:9][CH2:8]1)[CH2:4][OH:5])N>CO.[Ni]>[NH2:1][C@@H:3]([CH2:6][CH:7]1[CH2:12][CH2:11][CH2:10][O:9][CH2:8]1)[CH2:4][OH:5]. Reported procedure: To the solution of (2S)-2-hydrazinyl-3-(tetrahydro-2H-pyran-3-yl)propan-1-ol (5.79 g, 0.033 mol) in MeOH (100 mL) was added Raney Ni. The flask was degassed and equipped with a hydrogen inflated balloon. The flask was dipped into an ultrasound bath filled with water and sonicated for 4 hr at rt until the starting material was completely consumed. The mixture was then filtered through celite, and the filter cake was washed with MeOH (2×30 mL). Removal under reduced pressure gave (2S)-2-amino-3-(t... Reactants: ClC=1C(=CC(=NC1)OC)B(O)O (5-chloro-2-methoxypyridin-4-ylboronic acid), BrC1=C(C=CC(=C1)Cl)C(F)(F)F (2-bromo-4-chloro-1-(trifluoromethyl)benzene). The reagents and catalysts are CC(C)C1=CC(=C(C(=C1)C(C)C)C2=CC=CC=C2P(C3CCCCC3)C4CCCCC4)C(C)C.C1=CC=C([C-]=C1)CCN.Cl[Pd+] (XPhos precatalyst). Product: ClC=1C(=CC(=NC1)OC)C1=C(C=CC(=C1)Cl)C(F)(F)F (5-Chloro-4-[5-chloro-2-(trifluoromethyl)phenyl]-2-methoxypyridine). Reaction SMILES: [Cl:1][C:2]1[C:3](B(O)O)=[CH:4][C:5]([O:8][CH3:9])=[N:6][CH:7]=1.Br[C:14]1[CH:19]=[C:18]([Cl:20])[CH:17]=[CH:16][C:15]=1[C:21]([F:24])([F:23])[F:22]>CC(C1C=C(C(C)C)C(C2C(P(C3CCCCC3)C3CCCCC3)=CC=CC=2)=C(C(C)C)C=1)C.C1C=[C-]C(CCN)=CC=1.Cl[Pd+]>[Cl:1][C:2]1[C:3]([C:16]2[CH:17]=[C:18]([Cl:20])[CH:19]=[CH:14][C:15]=2[C:21]([F:22])([F:23])[F:24])=[CH:4][C:5]([O:8][CH3:9])=[N:6][CH:7]=1 |f:2.3.4|. Procedure details: 443 mg (2.20 mmol) of 5-chloro-2-methoxypyridin-4-ylboronic acid and 571 mg (2.20 mmol) of 2-bromo-4-chloro-1-(trifluoromethyl)benzene in the presence of XPhos precatalyst were reacted according to General Method 2B. Yield: 193 mg (purity 93%, 25% of theory) Starting materials: ice water, [OH-].[Na+] (caustic soda), OO (hydrogen peroxide), C(C=C)C1=CC(=C(N=N1)C1=CC=C(C=C1)OC)C1=CC=C(C=C1)OC (6-allyl-3,4-bis(4-methoxyphenyl)pyridazine), solution, C12CCCC(CCC1)B2 (9-borabicyclo[3.3.1]nonane). Solvent: O (water), O1CCCC1 (tetrahydrofuran), O1CCCC1 (tetrahydrofuran). Reaction conditions: time 15 hour. Yields the product COC1=CC=C(C=C1)C=1N=NC(=CC1C1=CC=C(C=C1)OC)CCCO (3,4-bis(4-methoxyphenyl)-6-(3-hydroxypropyl)pyridazine). Isolated yield 88.3%. RXN SMILES: [CH2:1]([C:4]1[N:9]=[N:8][C:7]([C:10]2[CH:15]=[CH:14][C:13]([O:16][CH3:17])=[CH:12][CH:11]=2)=[C:6]([C:18]2[CH:23]=[CH:22][C:21]([O:24][CH3:25])=[CH:20][CH:19]=2)[CH:5]=1)[CH:2]=[CH2:3].C12BC(CCC1)CCC2.[OH-:35].[Na+].OO>O1CCCC1.O>[CH3:17][O:16][C:13]1[CH:12]=[CH:11][C:10]([C:7]2[N:8]=[N:9][C:4]([CH2:1][CH2:2][CH2:3][OH:35])=[CH:5][C:6]=2[C:18]2[CH:19]=[CH:20][C:21]([O:24][CH3:25])=[CH:22][CH:23]=2)=[CH:15][CH:14]=1 |f:2.3|. Procedure: To a solution of 6-allyl-3,4-bis(4-methoxyphenyl)pyridazine (0.58 g, 1.7 mmol) in tetrahydrofuran (3 ml), a 0.5 M solution (8.7 ml) of 9-borabicyclo[3.3.1]nonane in tetrahydrofuran was added dropwise under an argon gas atmosphere while cooling the reaction system with ice-water. The resulting mixture was then stirred at room temperature for 15 hours. To the reaction mixture, water (1 ml) and then, 3 N caustic soda (3 ml) and 31% hydrogen peroxide (3 ml) were added under ice cooling, followed by ...